This data is from the Open Reaction Database (ORD), a public repository of structured organic reaction records. The task is: describe an organic reaction: reactants, conditions, products, and yield As a reaction SMILES: [BH4-:47].[C:43]([OH:44])(=[O:45])[CH3:46].[CH2:38]1[CH2:39][CH2:40][NH:41][CH2:42]1.[CH3:52][OH:53].[CH:1](=[O:2])[c:3]1[cH:4][c:5](-[c:9]2[cH:10][c:11]3[c:12]([CH:21]4[CH2:22][CH2:23][N:24]([S:27](=[O:28])(=[O:29])[CH2:30][CH2:31][CH2:32][N:33]5[CH2:34][CH2:35][CH2:36][CH2:37]5)[CH2:25][CH2:26]4)[cH:13][nH:14][c:15]3[c:16]([C:18](=[O:19])[NH2:20])[cH:17]2)[cH:6][cH:7][cH:8]1.[Cl:49][CH2:50][Cl:51].[Na+:48]>>[CH2:1]([c:3]1[cH:4][c:5](-[c:9]2[cH:10][c:11]3[c:12]([CH:21]4[CH2:22][CH2:23][N:24]([S:27](=[O:28])(=[O:29])[CH2:30][CH2:31][CH2:32][N:33]5[CH2:34][CH2:35][CH2:36][CH2:37]5)[CH2:25][CH2:26]4)[cH:13][nH:14][c:15]3[c:16]([C:18](=[O:19])[NH2:20])[cH:17]2)[cH:6][cH:7][cH:8]1)[N:41]1[CH2:40][CH2:39][CH2:38][CH2:42]1. The product is NC(=O)c1cc(-c2cccc(CN3CCCC3)c2)cc2c(C3CCN(S(=O)(=O)CCCN4CCCC4)CC3)c[nH]c12. Starting materials: [BH4-], CC(=O)O, C1CCNC1, CO, NC(=O)c1cc(-c2cccc(C=O)c2)cc2c(C3CCN(S(=O)(=O)CCCN4CCCC4)CC3)c[nH]c12, ClCCl, [Na+]. Reactants: CC(C)CC(NC(=O)OCc1ccccc1)C1CC1CCO[Si](c1ccccc1)(c1ccccc1)C(C)(C)C, CCCC[N+](CCCC)(CCCC)CCCC, C1CCOC1, [F-]. Yields the product CC(C)CC(NC(=O)OCc1ccccc1)C1CC1CCO. As a reaction SMILES: [CH2:1]([c:2]1[cH:3][cH:4][cH:5][cH:6][cH:7]1)[O:8][C:9]([NH:10][CH:11]([CH2:12][CH:13]([CH3:14])[CH3:15])[CH:16]1[CH:17]([CH2:19][CH2:20][O:21][Si:22]([C:23]([CH3:24])([CH3:25])[CH3:26])([c:27]2[cH:28][cH:29][cH:30][cH:31][cH:32]2)[c:33]2[cH:34][cH:35][cH:36][cH:37][cH:38]2)[CH2:18]1)=[O:39].[CH2:41]([N+:42]([CH2:43][CH2:44][CH2:45][CH3:46])([CH2:47][CH2:48][CH2:49][CH3:50])[CH2:51][CH2:52][CH2:53][CH3:54])[CH2:55][CH2:56][CH3:57].[CH2:58]1[O:59][CH2:60][CH2:61][CH2:62]1.[F-:40]>>[CH2:1]([c:2]1[cH:3][cH:4][cH:5][cH:6][cH:7]1)[O:8][C:9]([NH:10][CH:11]([CH2:12][CH:13]([CH3:14])[CH3:15])[CH:16]1[CH:17]([CH2:19][CH2:20][OH:21])[CH2:18]1)=[O:39]. Reactants: C(C)OC(C=C(CCC=C(CCC(=C(C)C)C)C)C)=O (3,7,10,11-tetramethyl-2,6,10-dodecatrienoic acid ethyl ester), sodium dihydro-bis-(2-methoxyethoxy-aluminate), C1=CC=CC=C1 (benzene), C1=CC=CC=C1 (benzene). Run in O (water), O (water). Run at time 1 hour. The product is CC(=CCO)CCC=C(CCC(=C(C)C)C)C (3,7,10,11-tetramethyl-2,6,10-dodecatrien-1-ol). RXN SMILES: C([O:3][C:4](=O)[CH:5]=[C:6]([CH3:19])[CH2:7][CH2:8][CH:9]=[C:10]([CH3:18])[CH2:11][CH2:12][C:13]([CH3:17])=[C:14]([CH3:16])[CH3:15])C.C1C=CC=CC=1>O>[CH3:19][C:6]([CH2:7][CH2:8][CH:9]=[C:10]([CH3:18])[CH2:11][CH2:12][C:13]([CH3:17])=[C:14]([CH3:16])[CH3:15])=[CH:5][CH2:4][OH:3]. Procedure details: To 65 g. of 3,7,10,11-tetramethyl-2,6,10-dodecatrienoic acid ethyl ester in 270 ml. of absolute benzene there was added in a period of one hour under ice cooling, 68 ml. of a 70% by weight benzene solution of sodium dihydro-bis-(2-methoxyethoxy-aluminate). This addition was carried out dropwise. After this addition, the reaction mixture was allowed to stand for one hour at room temperature under constant stirring. The reaction solution is broken up by the addition of water while it is cooled wit... The reactants are C(C1=CC=CC=C1)OC=1C=C(OC2=CC=C(C=C2)C2(C3=CC(=CC=C3C=3C=CC(=CC23)C23CC4CC(CC(C2)C4)C3)C34CC2CC(CC(C3)C2)C4)C4=CC=C(C=C4)OC4=CC(=C(C=C4)[N+](=O)[O-])OCC4=CC=CC=C4)C=CC1[N+](=O)[O-] (9,9-bis(4-(3-benzyloxy-4-nitrophenoxy)-phenyl)-2,7-di(1-adamantyl)-fluorene), C12(CC3CC(CC(C1)C3)C2)C2=C(C=C(C(=C2)C23CC1CC(CC(C2)C1)C3)OC3=CC(=C(C=C3)[N+](=O)[O-])OCC3=CC=CC=C3)OC3=CC(=C(C=C3)[N+](=O)[O-])OCC3=CC=CC=C3 (4,6-di(1-adamantyl)-1,3-bis(3-benzyloxy-4-nitrophenoxy)benzene). Yields the product NC1=C(C=C(OC2=CC=C(C=C2)C2(C3=CC(=CC=C3C=3C=CC(=CC23)C23CC4CC(CC(C2)C4)C3)C34CC2CC(CC(C3)C2)C4)C4=CC=C(C=C4)OC4=CC(=C(C=C4)N)O)C=C1)O (9,9-bis(4-(4-amino-3-hydroxyphenoxy)-phenyl)-2,7-di(1-adamantyl)-fluorene). Yield: 88.7%. Reaction SMILES: C([O:8][C:9]1[CH:10]=[C:11]([CH:76]=[CH:77][C:78]=1[N+:79]([O-])=O)[O:12][C:13]1[CH:18]=[CH:17][C:16]([C:19]2([C:52]3[CH:57]=[CH:56][C:55]([O:58][C:59]4[CH:64]=[CH:63][C:62]([N+:65]([O-])=O)=[C:61]([O:68]CC5C=CC=CC=5)[CH:60]=4)=[CH:54][CH:53]=3)[C:31]3[CH:30]=[C:29]([C:32]45[CH2:41][CH:36]6[CH2:37][CH:38]([CH2:40][CH:34]([CH2:35]6)[CH2:33]4)[CH2:39]5)[CH:28]=[CH:27][C:26]=3[C:25]3[C:20]2=[CH:21][C:22]([C:42]24[CH2:51][CH:46]5[CH2:47][CH:48]([CH2:50][CH:44]([CH2:45]5)[CH2:43]2)[CH2:49]4)=[CH:23][CH:24]=3)=[CH:15][CH:14]=1)C1C=CC=CC=1.C12(C3C=C(C45CC6CC(CC(C6)C4)C5)C(OC4C=CC([N+]([O-])=O)=C(OCC5C=CC=CC=5)C=4)=CC=3OC3C=CC([N+]([O-])=O)=C(OCC4C=CC=CC=4)C=3)CC3CC(CC(C3)C1)C2>>[NH2:65][C:62]1[CH:63]=[CH:64][C:59]([O:58][C:55]2[CH:56]=[CH:57][C:52]([C:19]3([C:16]4[CH:17]=[CH:18][C:13]([O:12][C:11]5[CH:76]=[CH:77][C:78]([NH2:79])=[C:9]([OH:8])[CH:10]=5)=[CH:14][CH:15]=4)[C:20]4[CH:21]=[C:22]([C:42]56[CH2:43][CH:44]7[CH2:50][CH:48]([CH2:47][CH:46]([CH2:45]7)[CH2:51]5)[CH2:49]6)[CH:23]=[CH:24][C:25]=4[C:26]4[C:31]3=[CH:30][C:29]([C:32]35[CH2:39][CH:38]6[CH2:37][CH:36]([CH2:35][CH:34]([CH2:40]6)[CH2:33]3)[CH2:41]5)=[CH:28][CH:27]=4)=[CH:53][CH:54]=2)=[CH:60][C:61]=1[OH:68]. Procedure details: Next, a synthesis was performed in the same condition as in Synthesis example 1 except that 50.2 g of the 9,9-bis(4-(3-benzyloxy-4-nitrophenoxy)-phenyl)-2,7-di(1-adamantyl)-fluorene obtained above (46.8 mmol) was used in place of 39.0 g of 4,6-di(1-adamantyl)-1,3-bis(3-benzyloxy-4-nitrophenoxy)benzene mmol), thus obtaining 34.6 g of 9,9-bis(4-(4-amino-3-hydroxyphenoxy)-phenyl)-2,7-di(1-adamantyl)-fluorene (41.5 mmol; yield: 88.7%).